This data is from the Open Reaction Database (ORD), a public repository of structured organic reaction records. The task is: describe an organic reaction: reactants, conditions, products, and yield Yields the product FC=1C(=C(N(C(C(F)(F)F)=O)CCF)C=CC1F)OC (3,4-difluoro-N-(2-fluoroethyl)-2-methoxy-N-(trifluoroacetyl)aniline). The yield is 19.1%. Run at temperature 65 celsius, time 5 hour. The solvent is CN(C=O)C (dimethylformamide). Procedure: 2.44 g (0.018 mole) of potassium carbonate, a catalytic amount of potassium iodide and 1.80 g (0.014 mole) of 2-fluoroethyl bromide were added to a solution of 3.00 g (0.012 mole) of 3,4-difluoro-2-methoxy-N-(trifluoroacetyl)aniline (XI) [prepared as described in Step (C1) above] dissolved in 50 ml of dimethylformamide. The mixture was then stirred at 65° C. for 5 hours. At the end of this time, the solvent was distilled off from the mixture under reduced pressure. The residue was extracted with... The reactants are C([O-])([O-])=O.[K+].[K+] (potassium carbonate), [I-].[K+] (potassium iodide), FCCBr (2-fluoroethyl bromide), FC=1C(=C(NC(C(F)(F)F)=O)C=CC1F)OC (3,4-difluoro-2-methoxy-N-(trifluoroacetyl)aniline). RXN SMILES: C(=O)([O-])[O-].[K+].[K+].[I-].[K+].[F:9][CH2:10][CH2:11]Br.[F:13][C:14]1[C:15]([O:28][CH3:29])=[C:16]([CH:24]=[CH:25][C:26]=1[F:27])[NH:17][C:18](=[O:23])[C:19]([F:22])([F:21])[F:20]>CN(C)C=O>[F:13][C:14]1[C:15]([O:28][CH3:29])=[C:16]([CH:24]=[CH:25][C:26]=1[F:27])[N:17]([CH2:11][CH2:10][F:9])[C:18](=[O:23])[C:19]([F:22])([F:21])[F:20] |f:0.1.2,3.4|. Starting materials: NC1=CC=CC=C1 (aniline), S(O)(O)(=O)=O (sulfuric acid). The product is S(=O)(=O)(O)O.NC1=CC=CC=C1 (aniline hydrogen sulfate). Reaction SMILES: [NH2:1][C:2]1[CH:7]=[CH:6][CH:5]=[CH:4][CH:3]=1.[S:8](=[O:12])(=[O:11])([OH:10])[OH:9]>>[S:8]([OH:12])([OH:11])(=[O:10])=[O:9].[NH2:1][C:2]1[CH:7]=[CH:6][CH:5]=[CH:4][CH:3]=1 |f:2.3|. Procedure: In the dry processes, aniline and sulfuric acid, in substantially equimolar amounts are charged to the reactor to form aniline hydrogen sulfate therein. When the charging is completed, the temperature within the surrounding furnace is raised to heat the reactor and its contents above the rearrangement temperature. The released water is vented and is externally condensed. Reactants: COC(=O)COc1cccc2c1c(CC(N)=O)c(C)n2Cc1ccccc1, CCO, [Na+], [OH-], O. The product is Cc1c(CC(N)=O)c2c(OCC(=O)O)cccc2n1Cc1ccccc1. RXN SMILES: [CH3:1][O:2][C:3]([CH2:4][O:5][c:6]1[c:7]2[c:8]([CH2:23][C:24](=[O:25])[NH2:26])[c:9]([CH3:22])[n:10]([CH2:15][c:16]3[cH:17][cH:18][cH:19][cH:20][cH:21]3)[c:11]2[cH:12][cH:13][cH:14]1)=[O:27].[CH3:30][CH2:31][OH:32].[Na+:29].[OH-:28].[OH2:33]>>[O:2]=[C:3]([CH2:4][O:5][c:6]1[c:7]2[c:8]([CH2:23][C:24](=[O:25])[NH2:26])[c:9]([CH3:22])[n:10]([CH2:15][c:16]3[cH:17][cH:18][cH:19][cH:20][cH:21]3)[c:11]2[cH:12][cH:13][cH:14]1)[OH:27]. Product: CC(NN1CCOC2CN(C(=O)OC(C)(C)C)CC21)c1ccccc1. Starting materials: CC(NN1C(=O)COC2CN(C(=O)OC(C)(C)C)CC21)c1ccccc1, O=C([O-])[O-], [K+], [K+], C1CCOC1, O. As a reaction SMILES: [C:1]([CH3:2])([CH3:3])([CH3:4])[O:5][C:6](=[O:7])[N:8]1[CH2:9][CH:10]2[N:11]([NH:18][CH:19]([CH3:20])[c:21]3[cH:22][cH:23][cH:24][cH:25][cH:26]3)[C:12](=[O:17])[CH2:13][O:14][CH:15]2[CH2:16]1.[C:28](=[O:29])([O-:30])[O-:31].[K+:32].[K+:33].[O:34]1[CH2:35][CH2:36][CH2:37][CH2:38]1.[OH2:27]>>[C:1]([CH3:2])([CH3:3])([CH3:4])[O:5][C:6](=[O:7])[N:8]1[CH2:9][CH:10]2[N:11]([NH:18][CH:19]([CH3:20])[c:21]3[cH:22][cH:23][cH:24][cH:25][cH:26]3)[CH2:12][CH2:13][O:14][CH:15]2[CH2:16]1. The product is Clc1ccccc1-c1csc(N2CCNCC2)n1. Starting materials: CCOC(C)=O, CC(C)(C)OC(=O)N1CCN(c2nc(-c3ccccc3Cl)cs2)CC1, Cl. Reaction SMILES: [CH3:27][CH2:28][O:29][C:30](=[O:31])[CH3:32].[Cl:2][c:3]1[c:4](-[c:9]2[n:10][c:11]([N:14]3[CH2:15][CH2:16][N:17]([C:20]([O:21][C:22]([CH3:23])([CH3:24])[CH3:25])=[O:26])[CH2:18][CH2:19]3)[s:12][cH:13]2)[cH:5][cH:6][cH:7][cH:8]1.[ClH:1]>>[Cl:2][c:3]1[c:4](-[c:9]2[n:10][c:11]([N:14]3[CH2:15][CH2:16][NH:17][CH2:18][CH2:19]3)[s:12][cH:13]2)[cH:5][cH:6][cH:7][cH:8]1. Starting materials: C1CCOC1, [Li]CCCC, CC(C)[N-]C(C)C, CN(C)C=O, CC(C)NC(C)C, COC(=O)c1c(F)cccc1Cl, [Li+]. Product: COC(=O)c1c(Cl)ccc(C=O)c1F. RXN SMILES: [CH2:38]1[O:39][CH2:40][CH2:41][CH2:42]1.[CH2:8]([Li:9])[CH2:10][CH2:11][CH3:12].[CH3:14][CH:15]([N-:16][CH:17]([CH3:18])[CH3:19])[CH3:20].[CH3:33][N:34]([CH:35]=[O:36])[CH3:37].[CH:1]([NH:2][CH:3]([CH3:4])[CH3:5])([CH3:6])[CH3:7].[Cl:21][c:22]1[c:23]([C:24](=[O:25])[O:26][CH3:27])[c:28]([F:32])[cH:29][cH:30][cH:31]1.[Li+:13]>>[Cl:21][c:22]1[c:23]([C:24](=[O:25])[O:26][CH3:27])[c:28]([F:32])[c:29]([CH:35]=[O:36])[cH:30][cH:31]1. The reactants are OC1=C(N(S(C2=C1SC1=C2C=CC=C1)(=O)=O)C)C(=O)OC (methyl 4-hydroxy-2-methyl-2H-[1]benzothieno-[2,3-e]-1,2-thiazine-3-carboxylate-1,1-dioxide), S1C(=NC=C1)N (2-thiazolamine). The solvent is C=1(C(=CC=CC1)C)C (xylene). Product: OC1=C(N(S(C2=C1SC1=C2C=CC=C1)(=O)=O)C)C(=O)NC=1SC=CN1 (4-Hydroxy-2-methyl-N-(2-thiazolyl)-2H-[1]benzothieno[2,3-e]-1,2-thiazine-3-carboxamide-1,1-dioxide). RXN SMILES: [OH:1][C:2]1[C:7]2[S:8][C:9]3[CH:14]=[CH:13][CH:12]=[CH:11][C:10]=3[C:6]=2[S:5](=[O:16])(=[O:15])[N:4]([CH3:17])[C:3]=1[C:18](OC)=[O:19].[S:22]1[CH:26]=[CH:25][N:24]=[C:23]1[NH2:27]>C1(C)C(C)=CC=CC=1>[OH:1][C:2]1[C:7]2[S:8][C:9]3[CH:14]=[CH:13][CH:12]=[CH:11][C:10]=3[C:6]=2[S:5](=[O:15])(=[O:16])[N:4]([CH3:17])[C:3]=1[C:18]([NH:27][C:23]1[S:22][CH:26]=[CH:25][N:24]=1)=[O:19]. Reported procedure: 25.0 gm (0.0768 mol) of methyl 4-hydroxy-2-methyl-2H-[1]benzothieno-[2,3-e]-1,2-thiazine-3-carboxylate-1,1-dioxide and 10.0 gm (0.12 mol) of 2-thiazolamine were refluxed for 16 hours in 300 cc of anhydrous xylene in an atmosphere of nitrogen. The released methanol was removed by means of 4 A-molecular sieve filled in a Soxhlet apparatus. After cooling and standing for several hours, the reaction product was filtered off. After recrystallization from a mixture of dimethylformamide and 1,2-dichlor...